This data is from the Open Reaction Database (ORD), a public repository of structured organic reaction records. The task is: describe an organic reaction: reactants, conditions, products, and yield Starting materials: FC=1C=C(C=CC1)C1=NC=C(C(=N1)C)C(=O)O (2-(3-fluoro-phenyl)-4-methyl-pyrimidine-5-carboxylic acid), FC(C1=CC=C2C=CN(C2=C1)N)(F)F (6-trifluoromethyl-indol-1-ylamine), C[N+]1(CCOCC1)C2=NC(=NC(=N2)OC)OC.[Cl-] (DMTMM). Solvent: C(=O)([O-])[O-].[Na+].[Na+] (Na2CO3), CN(C)C=O (DMF). Run at temperature 50 celsius, time 1 hour. The product is FC(C1=CC=C2C=CN(C2=C1)NC(=O)C=1C(=NC(=NC1)C1=CC(=CC=C1)F)C)(F)F (2-(3-fluoro-phenyl)-4-methyl-pyrimidine-5-carboxylic acid (6-trifluoromethyl-indol-1-yl)-amide). Isolated yield 43.4%. Reaction SMILES: [F:1][C:2]1[CH:3]=[C:4]([C:8]2[N:13]=[C:12]([CH3:14])[C:11]([C:15]([OH:17])=O)=[CH:10][N:9]=2)[CH:5]=[CH:6][CH:7]=1.[F:18][C:19]([F:31])([F:30])[C:20]1[CH:28]=[C:27]2[C:23]([CH:24]=[CH:25][N:26]2[NH2:29])=[CH:22][CH:21]=1.C[N+]1(C2N=C(OC)N=C(OC)N=2)CCOCC1.[Cl-]>CN(C=O)C.C([O-])([O-])=O.[Na+].[Na+]>[F:31][C:19]([F:18])([F:30])[C:20]1[CH:28]=[C:27]2[C:23]([CH:24]=[CH:25][N:26]2[NH:29][C:15]([C:11]2[C:12]([CH3:14])=[N:13][C:8]([C:4]3[CH:5]=[CH:6][CH:7]=[C:2]([F:1])[CH:3]=3)=[N:9][CH:10]=2)=[O:17])=[CH:22][CH:21]=1 |f:2.3,5.6.7|. Procedure: A solution of 2-(3-fluoro-phenyl)-4-methyl-pyrimidine-5-carboxylic acid (278 mg, 1.2 mmol) and 6-trifluoromethyl-indol-1-ylamine (200 mg, 1 mmol) in DMF (5 mL) is stirred at 50° C. for 0.5 h. The mixture is treated with DMTMM (290 mg, 1.05 mmol) and stirred at 50° C. for 1 h. The mixture is diluted with saturated aqueous Na2CO3 (5 mL) and extracted with EtOAc (3×50 mL). The combined organic layer is dried (Na2SO4), filtered and concentrated in vacuo. The residue is triturated with Et2O/heptane o... Reactants: COC(C1=CC=C(C=C1)N)=O (4-amino-benzoic acid methyl ester), BrC=1C=CC(=C(C=O)C1)Cl (5-bromo-2-chloro-benzaldehyde), FC(S(=O)(=O)[O-])(F)F.[Yb+3].FC(S(=O)(=O)[O-])(F)F.FC(S(=O)(=O)[O-])(F)F (ytterbium(III) trifluoromethanesulfonate). Reagents/catalysts: C=C(C)C (isobutene). Solvent: C(C)(=O)OCC (ethyl acetate), C(C)#N (acetonitrile). Run at temperature 85 celsius, time 16 hour. The product is COC(=O)C=1C=C2C(CC(NC2=CC1)C1=C(C=CC(=C1)Br)Cl)(C)C (2-(5-bromo-2-chloro-phenyl)-4,4-dimethyl-1,2,3,4-tetrahydro-quinoline-6-carboxylic acid methyl ester). Isolated yield 68.4%. Reaction SMILES: [CH3:1][O:2][C:3](=[O:11])[C:4]1[CH:9]=[CH:8][C:7]([NH2:10])=[CH:6][CH:5]=1.[Br:12][C:13]1[CH:14]=[CH:15][C:16]([Cl:21])=[C:17]([CH:20]=1)[CH:18]=O.FC(F)(F)S([O-])(=O)=O.[Yb+3].FC(F)(F)S([O-])(=O)=O.FC(F)(F)S([O-])(=O)=O>C(#N)C.C(OCC)(=O)C.C=C(C)C>[CH3:1][O:2][C:3]([C:4]1[CH:5]=[C:6]2[C:7](=[CH:8][CH:9]=1)[NH:10][CH:18]([C:17]1[CH:20]=[C:13]([Br:12])[CH:14]=[CH:15][C:16]=1[Cl:21])[CH2:3][C:4]2([CH3:9])[CH3:5])=[O:11] |f:2.3.4.5|. Procedure: To a stirred solution of 4-amino-benzoic acid methyl ester (8.25 g, 50 mmol) and 5-bromo-2-chloro-benzaldehyde (13.2 g, 60 mmol) in acetonitrile (200 mL) were added isobutene (14 mL, 0.2 mmol) and ytterbium(III) trifluoromethanesulfonate (Yb(OTf)3) (4.65 g, 7.5 mmol). The resulting mixture was stirred at 85° C. for 16 h in sealed tube. The mixture was diluted with ethyl acetate (300 mL) and washed with water (100 mL×2) and brine (100 mL×2) and then dried over anhydrous sodium sulfate. The solven... Reactants: C1CCOC1, ClCCCl, CN1CCNCC1, CCN(C(C)C)C(C)C, O=C(O)CCC(=O)NC1CN2C(=O)N(c3cc(Cl)nc(Cl)c3)C(=O)C2(Cc2ccc(OC(F)(F)F)cc2)C1, On1nnc2ccccc21. Yields the product CN1CCN(C(=O)CCC(=O)NC2CN3C(=O)N(c4cc(Cl)nc(Cl)c4)C(=O)C3(Cc3ccc(OC(F)(F)F)cc3)C2)CC1. Reaction SMILES: [CH2:65]1[O:66][CH2:67][CH2:68][CH2:69]1.[CH2:70]([Cl:71])[CH2:72][Cl:73].[CH3:39][N:40]1[CH2:41][CH2:42][NH:43][CH2:44][CH2:45]1.[CH:56]([N:57]([CH2:58][CH3:59])[CH:60]([CH3:61])[CH3:62])([CH3:63])[CH3:64].[F:1][C:2]([O:3][c:4]1[cH:5][cH:6][c:7]([CH2:8][C:9]23[C:10](=[O:34])[N:11]([c:26]4[cH:27][c:28]([Cl:33])[n:29][c:30]([Cl:32])[cH:31]4)[C:12](=[O:25])[N:13]2[CH2:14][CH:15]([NH:17][C:18]([CH2:19][CH2:20][C:21](=[O:22])[OH:23])=[O:24])[CH2:16]3)[cH:35][cH:36]1)([F:37])[F:38].[OH:46][n:47]1[c:48]2[c:49]([cH:50][cH:51][cH:52][cH:53]2)[n:54][n:55]1>>[F:1][C:2]([O:3][c:4]1[cH:5][cH:6][c:7]([CH2:8][C:9]23[C:10](=[O:34])[N:11]([c:26]4[cH:27][c:28]([Cl:33])[n:29][c:30]([Cl:32])[cH:31]4)[C:12](=[O:25])[N:13]2[CH2:14][CH:15]([NH:17][C:18]([CH2:19][CH2:20][C:21](=[O:22])[N:43]2[CH2:42][CH2:41][N:40]([CH3:39])[CH2:45][CH2:44]2)=[O:24])[CH2:16]3)[cH:35][cH:36]1)([F:37])[F:38]. Starting materials: Cc1nc(-c2cn3c(n2)-c2ccc(C4CCN(C(=O)OC(C)(C)C)CC4)cc2OCC3)n(C(C)C)n1, CO, Cl, C1COCCO1. The product is Cl, Cc1nc(-c2cn3c(n2)-c2ccc(C4CCNCC4)cc2OCC3)n(C(C)C)n1. Reaction SMILES: [C:1]([O:2][C:3](=[O:4])[N:8]1[CH2:9][CH2:10][CH:11]([c:14]2[cH:15][c:16]3[c:17]([cH:35][cH:36]2)-[c:18]2[n:19][c:20](-[c:26]4[n:27]([CH:32]([CH3:33])[CH3:34])[n:28][c:29]([CH3:31])[n:30]4)[cH:21][n:22]2[CH2:23][CH2:24][O:25]3)[CH2:12][CH2:13]1)([CH3:5])([CH3:6])[CH3:7].[CH3:44][OH:45].[ClH:37].[O:38]1[CH2:39][CH2:40][O:41][CH2:42][CH2:43]1>>[ClH:37].[NH:8]1[CH2:9][CH2:10][CH:11]([c:14]2[cH:15][c:16]3[c:17]([cH:35][cH:36]2)-[c:18]2[n:19][c:20](-[c:26]4[n:27]([CH:32]([CH3:33])[CH3:34])[n:28][c:29]([CH3:31])[n:30]4)[cH:21][n:22]2[CH2:23][CH2:24][O:25]3)[CH2:12][CH2:13]1. The reactants are C(C)OC(=O)NC1=C(C=CC=C1)N1CC2(CCN(CC2)C)C2=CC=CC=C12 (1-[2-(ethoxycarbonyl)aminophenyl]-1'-methylspiro[indoline-3,4'-piperidine]), [H-].[Al+3].[Li+].[H-].[H-].[H-] (lithium aluminum hydride), Cl (hydrogen chloride), [OH-].[Na+] (sodium hydroxide). The solvent is O1CCCC1 (tetrahydrofuran), O1CCCC1 (tetrahydrofuran), C(C)(C)O (isopropyl alcohol), O (water), O (water). Run at time 2 hour. The product is Cl.CNC1=C(C=CC=C1)N1CC2(CCN(CC2)C)C2=CC=CC=C12 (1-[2-(N-methylamino)phenyl]-1'-methylspiro[indoline-3,4'-piperidine]hydrochloride). As a reaction SMILES: C(O[C:4]([NH:6][C:7]1[CH:12]=[CH:11][CH:10]=[CH:9][C:8]=1[N:13]1[C:27]2[C:22](=[CH:23][CH:24]=[CH:25][CH:26]=2)[C:15]2([CH2:20][CH2:19][N:18]([CH3:21])[CH2:17][CH2:16]2)[CH2:14]1)=O)C.[H-].[Al+3].[Li+].[H-].[H-].[H-].[OH-].[Na+].[ClH:36]>O1CCCC1.C(O)(C)C.O>[ClH:36].[CH3:4][NH:6][C:7]1[CH:12]=[CH:11][CH:10]=[CH:9][C:8]=1[N:13]1[C:27]2[C:22](=[CH:23][CH:24]=[CH:25][CH:26]=2)[C:15]2([CH2:20][CH2:19][N:18]([CH3:21])[CH2:17][CH2:16]2)[CH2:14]1 |f:1.2.3.4.5.6,7.8,13.14|. Procedure details: A solution of 2.26 g of 1-[2-(ethoxycarbonyl)aminophenyl]-1'-methylspiro[indoline-3,4'-piperidine] of Example 44 in 20 ml of dry tetrahydrofuran is added dropwise over 7 minutes to a rapidly stirred ice cold slurry of 0.94 g of lithium aluminum hydride in 10 ml of dry tetrahydrofuran under nitrogen. After heating at reflux for one hour, the reaction mixture is cooled in an ice bath and treated dropwise with 1 ml of water, 1 ml of 10% sodium hydroxide and 3 ml of water. The resultant salts are fi... Reactants: BrC1=CC(=C(C=C1)C(C#N)(C)C)Cl (2-(4-bromo-2-chloro-phenyl)-2-methyl-propionitrile), [H][H] (hydrogen), C1(CCCC1)[C@@](CC(=O)O)(C=C)O ((3R)-3-cyclopentyl-3-hydroxypent-4-enoic acid), CC(=O)[O-].[Na+] (NaOAc). The reagents and catalysts are [OH-].[OH-].[Pd+2] (Pd(OH)2), CC(=O)[O-].CC(=O)[O-].[Pd+2] (Pd(OAc)2). The solvent is CC(=O)N(C)C (DMAC), CCO (EtOH). Product: ClC=1C=C(C=CC1C(C)(C)C#N)C=CC(CC(=O)O)(O)C1CCCC1 (5-[3-Chloro-4-(cyano-dimethyl-methyl)-phenyl]-3-cyclopentyl-3-hydroxy-pent-4-enoic acid). Yield: 100.0%. Reaction SMILES: Br[C:2]1[CH:7]=[CH:6][C:5]([C:8]([CH3:12])([CH3:11])[C:9]#[N:10])=[C:4]([Cl:13])[CH:3]=1.[CH:14]1([C@:19]([OH:26])([CH:24]=[CH2:25])[CH2:20][C:21]([OH:23])=[O:22])[CH2:18][CH2:17][CH2:16][CH2:15]1.CC([O-])=O.[Na+].[H][H]>CC(N(C)C)=O.CCO.CC([O-])=O.CC([O-])=O.[Pd+2].[OH-].[OH-].[Pd+2]>[Cl:13][C:4]1[CH:3]=[C:2]([CH:25]=[CH:24][C:19]([CH:14]2[CH2:15][CH2:16][CH2:17][CH2:18]2)([OH:26])[CH2:20][C:21]([OH:23])=[O:22])[CH:7]=[CH:6][C:5]=1[C:8]([C:9]#[N:10])([CH3:12])[CH3:11] |f:2.3,7.8.9,10.11.12|. Reported procedure: A mixture of 2-(4-bromo-2-chloro-phenyl)-2-methyl-propionitrile (0.61 g, 2.34 mmol), from step 4 of example B(22), (3R)-3-cyclopentyl-3-hydroxypent-4-enoic acid (0.43 g, 2.34 mmol, example C(14), Pd(OAc)2 (0.01 g, 5 mol %) and NaOAc (0.24 g, 2.93 mmol). in DMAC (5 mL) was heated at 90° C. overnight. The reaction mixture was cooled to room temperature and partitioned between 1N HCl and EtOAc. The organic layer was washed with brine, dried over Na2SO4 and concentrated to dark brown oil. Flash colu...